The task is: describe an organic reaction: reactants, conditions, products, and yield. This data is from the Open Reaction Database (ORD), a public repository of structured organic reaction records. Reactants: NCC(=O)N(C1=CC=CC=C1)CC(=O)NC=1C=C2CCCC2=CC1 (2-(2-amino-N-phenylacetamido)-N-(5-indanyl)acetamide), CC=1C=C(C=CC1)N=C=O (3-methylphenyl isocyanate). Yields the product C1CCC2=CC(=CC=C12)NC(CN(C(CNC(=O)NC1=CC(=CC=C1)C)=O)C1=CC=CC=C1)=O (N-(5-indanyl)-2-{2-[3-(3-methylphenyl)ureido]-N-phenylacetamido}acetamide). Isolated yield 19.4%. Reaction SMILES: [NH2:1][CH2:2][C:3]([N:5]([CH2:12][C:13]([NH:15][C:16]1[CH:17]=[C:18]2[C:22](=[CH:23][CH:24]=1)[CH2:21][CH2:20][CH2:19]2)=[O:14])[C:6]1[CH:11]=[CH:10][CH:9]=[CH:8][CH:7]=1)=[O:4].[CH3:25][C:26]1[CH:27]=[C:28]([N:32]=[C:33]=[O:34])[CH:29]=[CH:30][CH:31]=1>>[CH2:21]1[C:22]2[C:18](=[CH:17][C:16]([NH:15][C:13](=[O:14])[CH2:12][N:5]([C:6]3[CH:7]=[CH:8][CH:9]=[CH:10][CH:11]=3)[C:3](=[O:4])[CH2:2][NH:1][C:33]([NH:32][C:28]3[CH:29]=[CH:30][CH:31]=[C:26]([CH3:25])[CH:27]=3)=[O:34])=[CH:24][CH:23]=2)[CH2:19][CH2:20]1. Procedure: The procedure is analogous to that described in Example 1, but 3.0 g of 2-(2-amino-N-phenylacetamido)-N-(5-indanyl)acetamide and 1.2 g of 3-methylphenyl isocyanate are used as the starting material. After recrystallization from acetonitrile, 0.8 g of N-(5-indanyl)-2-{2-[3-(3-methylphenyl)ureido]-N-phenylacetamido}acetamide melting at 210° C. is obtained. Reactants: N1N=CC2=C1SC(=C2)C#N (1H-thieno[2,3-c]pyrazole 5-carbonitrile), BrN1C(CCC1=O)=O (N-bromosuccinimide), S(=S)(=O)([O-])[O-].[Na+].[Na+] (sodium thiosulfate). The solvent is C(C)(=O)OCC (ethyl acetate), CN(C=O)C (dimethylformamide). Run at time 2 hour. Yields the product BrC=1C2=C(NN1)SC(=C2)C#N (3-Bromo-1H-thieno[2,3-c]pyrazole-5-carbonitrile). Isolated yield 85.8%. RXN SMILES: [NH:1]1[C:5]2[S:6][C:7]([C:9]#[N:10])=[CH:8][C:4]=2[CH:3]=[N:2]1.[Br:11]N1C(=O)CCC1=O.S([O-])([O-])(=O)=S.[Na+].[Na+]>CN(C)C=O.C(OCC)(=O)C>[Br:11][C:3]1[C:4]2[CH:8]=[C:7]([C:9]#[N:10])[S:6][C:5]=2[NH:1][N:2]=1 |f:2.3.4|. Procedure: To a solution of 168 mg of 1H-thieno[2,3-c]pyrazole 5-carbonitrile in 5 mL of dimethylformamide was added 200 mg of N-bromosuccinimide at room temperature and stirred at this temperature for 2 hours. After adding 1 mL of 10% sodium thiosulfate aqueous solution, the solution was diluted with ethyl acetate. The organic layer was washed successively with saturated aqueous ammonium chloride and saturated brine, dried over anhydrous magnesium sulfate, and the solvent was evaporated. This afforded 3.7... Reactants: FC(C(O)(C1=CN(C2=CC=CC=C12)C)C=1C=C2C=NNC2=CC1)(F)F (2,2,2-trifluoro-1-(1H-indazol-5-yl)-1-(1-methyl-1H-indol-3-yl)ethanol), ClC(=O)OC(C)C (isopropyl chloroformate), solution. The solvent is C1(=CC=CC=C1)C (toluene), N1=CC=CC=C1 (pyridine), CCOCC (ether), O (water). Conditions: temperature 85 celsius. Product: C(C)(C)OC(=O)N1N=CC2=CC(=CC=C12)C(C(F)(F)F)(O)C1=CN(C2=CC=CC=C12)C (5-[1-(1-Methyl-1H-indol-3-yl)-2,2,2-trifluoro-1-hydroxyethyl]indazole-1-carboxylic acid isopropyl ester). RXN SMILES: [F:1][C:2]([F:25])([F:24])[C:3]([C:15]1[CH:16]=[C:17]2[C:21](=[CH:22][CH:23]=1)[NH:20][N:19]=[CH:18]2)([C:5]1[C:13]2[C:8](=[CH:9][CH:10]=[CH:11][CH:12]=2)[N:7]([CH3:14])[CH:6]=1)[OH:4].Cl[C:27]([O:29][CH:30]([CH3:32])[CH3:31])=[O:28]>C1(C)C=CC=CC=1.N1C=CC=CC=1.CCOCC.O>[CH:30]([O:29][C:27]([N:20]1[C:21]2[C:17](=[CH:16][C:15]([C:3]([C:5]3[C:13]4[C:8](=[CH:9][CH:10]=[CH:11][CH:12]=4)[N:7]([CH3:14])[CH:6]=3)([OH:4])[C:2]([F:1])([F:24])[F:25])=[CH:23][CH:22]=2)[CH:18]=[N:19]1)=[O:28])([CH3:32])[CH3:31]. Procedure: A mixture of 2,2,2-trifluoro-1-(1H-indazol-5-yl)-1-(1-methyl-1H-indol-3-yl)ethanol (0.165 mmol) and isopropyl chloroformate (0.49 mmol from a 1.0 M solution in toluene) in 1 mL of pyridine was heated at 85° C. for 10 hours, cooled to room temperature, and diluted with ether and water. The organic layer was washed with water and brine and dried over magnesium sulfate. The volatiles were concentrated in vacuo and the residue purified by flash silica gel chromatography using 33% ethyl acetate in he...